This data is from the Open Reaction Database (ORD), a public repository of structured organic reaction records. The task is: describe an organic reaction: reactants, conditions, products, and yield Reactants: Br, CC1CC(C)(C)N=C(CCCCCCBr)O1, O=Cc1ccco1, [Cl-], [Mg], [NH4+], O. Product: CC1CC(C)(C)N=C(CCCCCCC(O)c2ccco2)O1. Reaction SMILES: [Br:2].[Br:3][CH2:4][CH2:5][CH2:6][CH2:7][CH2:8][CH2:9][C:10]1=[N:15][C:14]([CH3:16])([CH3:17])[CH2:13][CH:12]([CH3:18])[O:11]1.[CH:19]([c:20]1[cH:21][cH:22][cH:23][o:24]1)=[O:25].[Cl-:26].[Mg:1].[NH4+:27].[OH2:28]>>[CH2:4]([CH2:5][CH2:6][CH2:7][CH2:8][CH2:9][C:10]1=[N:15][C:14]([CH3:16])([CH3:17])[CH2:13][CH:12]([CH3:18])[O:11]1)[CH:19]([c:20]1[cH:21][cH:22][cH:23][o:24]1)[OH:25]. The reactants are NC1=NC(=CC=C1C(=O)C1=C(C=CC(=C1)F)OC)Cl ((2-Amino-6-chloro-pyridin-3-yl)-(5-fluoro-2-methoxy-phenyl)-methanone), C(C)OC(=O)N1CCC(CC1)N (ethyl-4-amino-1-piperidine carboxylate). The product is C(C)OC(=O)N1CCC(CC1)NC1=NC(=C(C=C1)C(C1=C(C=CC(=C1)F)OC)=O)N (4-[6-Amino-5-(5-fluoro-2-methoxy-benzoyl)-pyridin-2-ylamino]-piperidine-1-carboxylic acid ethyl ester). RXN SMILES: [NH2:1][C:2]1[C:7]([C:8]([C:10]2[CH:15]=[C:14]([F:16])[CH:13]=[CH:12][C:11]=2[O:17][CH3:18])=[O:9])=[CH:6][CH:5]=[C:4](Cl)[N:3]=1.[CH2:20]([O:22][C:23]([N:25]1[CH2:30][CH2:29][CH:28]([NH2:31])[CH2:27][CH2:26]1)=[O:24])[CH3:21]>>[CH2:20]([O:22][C:23]([N:25]1[CH2:26][CH2:27][CH:28]([NH:31][C:4]2[CH:5]=[CH:6][C:7]([C:8](=[O:9])[C:10]3[CH:15]=[C:14]([F:16])[CH:13]=[CH:12][C:11]=3[O:17][CH3:18])=[C:2]([NH2:1])[N:3]=2)[CH2:29][CH2:30]1)=[O:24])[CH3:21]. Procedure: The title compound was prepared from (2-Amino-6-chloro-pyridin-3-yl)-(5-fluoro-2-methoxy-phenyl)-methanone (Example 19) and ethyl-4-amino-1-piperidine carboxylate (Aldrich 96) using the procedure described in Step B. Example 6. HRMS, observed: 417.1938, Calcd for (M+H)+: 417.1933. Reactants: COC=1C=C(C=O)C=C(C1OC)OC (3,4,5-trimethoxybenzaldehyde), COC=1C=C(N)C=C(C1OC)OC (3,4,5-trimethoxyaniline), C(=O)C=1C=CC2=C(C=C(O2)C(=O)OCC)C1 (Ethyl 5-Formyl-benzofuran-2-carboxylate). Product: C(C)OC(=O)C=1OC2=C(C1)C=C(C=C2)CNC2=CC(=C(C(=C2)OC)OC)OC (5-[(3,4,5-Trimethoxy-phenylamino)-methyl]-benzofuran-2-carboxylic acid ethyl ester). Yield: 99.0%. As a reaction SMILES: COC1C=C(C=C(OC)C=1OC)C=O.[CH3:15][O:16][C:17]1[CH:18]=[C:19]([CH:21]=[C:22]([O:26][CH3:27])[C:23]=1[O:24][CH3:25])[NH2:20].[CH:28]([C:30]1[CH:31]=[CH:32][C:33]2[O:37][C:36]([C:38]([O:40][CH2:41][CH3:42])=[O:39])=[CH:35][C:34]=2[CH:43]=1)=O>>[CH2:41]([O:40][C:38]([C:36]1[O:37][C:33]2[CH:32]=[CH:31][C:30]([CH2:28][NH:20][C:19]3[CH:21]=[C:22]([O:26][CH3:27])[C:23]([O:24][CH3:25])=[C:17]([O:16][CH3:15])[CH:18]=3)=[CH:43][C:34]=2[CH:35]=1)=[O:39])[CH3:42]. Reported procedure: Following the same procedure as described in Example 4, Step 2, but substituting compound 20 and 3,4,5-trimethoxybenzaldehyde for 3,4,5-trimethoxyaniline and compound 27, the title compound was obtained in 99% yield. 1H NMR: (DMSO) δ (ppm): 7.75 (d, J=1.0 Hz, 1H), 7.73 (d, J=1.0 Hz, 1H), 7.66 (d, J=8.6 Hz, 1H), 7.51 (dd, J=8.6, 1.8 Hz, 1H), 6.11 (t, J=6.1 Hz, 1H), 5.89 (s, 2H), 4.37-4.32 (m, 4H), 3.63 (s, 6H), 3.49 (s, 3H), 1.33 (t, J=7.0, 3H). Starting materials: CO (MeOH), BrC=1C=C2C(=C(C(=NC2=CC1OC)C1=CC(=CC=C1)C(F)(F)F)C)C(=O)OC (methyl 6-bromo-3-methyl-7-(methyloxy)-2-[3-(trifluoromethyl)phenyl]-4-quinolinecarboxylate), [Na+].C(C)(C)S(=O)[O-] (isopropyl sulfinic acid sodium salt), CI (MeI). The reagents and catalysts are [Cu]I (copper(I) iodide). The solvent is C(Cl)Cl (DCM), CS(=O)C (dimethyl sulfoxide), C(Cl)Cl (DCM), O (water). Reaction conditions: temperature 120 celsius, time 8 hour. The product is CC=1C(=NC2=CC(=C(C=C2C1C(=O)OC)S(=O)(=O)C(C)C)OC)C1=CC(=CC=C1)C(F)(F)F (methyl 3-methyl-6-[(1-methylethyl)sulfonyl]-7-(methyloxy)-2-[3-(trifluoromethyl)phenyl]-4-quinolinecarboxylate). Isolated yield 69.2%. As a reaction SMILES: Br[C:2]1[CH:3]=[C:4]2[C:9](=[CH:10][C:11]=1[O:12][CH3:13])[N:8]=[C:7]([C:14]1[CH:19]=[CH:18][CH:17]=[C:16]([C:20]([F:23])([F:22])[F:21])[CH:15]=1)[C:6]([CH3:24])=[C:5]2[C:25]([O:27][CH3:28])=[O:26].[Na+].[CH:30]([S:33]([O-:35])=[O:34])([CH3:32])[CH3:31].CI.CO>CS(C)=O.C(Cl)Cl.O.[Cu]I>[CH3:24][C:6]1[C:7]([C:14]2[CH:19]=[CH:18][CH:17]=[C:16]([C:20]([F:22])([F:21])[F:23])[CH:15]=2)=[N:8][C:9]2[C:4]([C:5]=1[C:25]([O:27][CH3:28])=[O:26])=[CH:3][C:2]([S:33]([CH:30]([CH3:32])[CH3:31])(=[O:35])=[O:34])=[C:11]([O:12][CH3:13])[CH:10]=2 |f:1.2|. Reported procedure: To a solution of methyl 6-bromo-3-methyl-7-(methyloxy)-2-[3-(trifluoromethyl)phenyl]-4-quinolinecarboxylate (72 g, 159 mmol) in dimethyl sulfoxide (1057 mL) was added copper(I) iodide (60.4 g, 317 mmol) and isopropyl sulfinic acid sodium salt (41.3 g, 317 mmol). The mixture was evacuated and purged with N2 three times and then heated at 120° C. for 6 h, then cooled to 65° C. Stirring was continued at 65° C. overnight then cooled to room temperature and MeI (39.6 mL, 634 mmol) was added. After st... Starting materials: BrC=1C=C(C=CC1F)C1C2=C(NC(=C1C(=O)OC)CBr)COCC2=O (Methyl 4-(3-bromo-4-fluorophenyl)-2-(bromomethyl)-5-oxo-4,5,6,8-tetrahydro-1H-pyrano[3,4-b]pyridine-3-carboxylate). Run in C(Cl)Cl (methylene chloride). The product is BrC=1C=C(C=CC1F)C1C2=C(NC3=C1C(COC3)=O)COC2=O (9-(3-bromo-4-fluorophenyl)-5,9-dihydro-3H-furo [3,4-b]pyrano[4,3-e]pyridine-1,8(4H,7H)-dione). Isolated yield 30.9%. RXN SMILES: [Br:1][C:2]1[CH:3]=[C:4]([CH:9]2[C:14]([C:15]([O:17]C)=[O:16])=[C:13]([CH2:19]Br)[NH:12][C:11]3[CH2:21][O:22][CH2:23][C:24](=[O:25])[C:10]2=3)[CH:5]=[CH:6][C:7]=1[F:8]>C(Cl)Cl>[Br:1][C:2]1[CH:3]=[C:4]([CH:9]2[C:10]3[C:24](=[O:25])[CH2:23][O:22][CH2:21][C:11]=3[NH:12][C:13]3[CH2:19][O:16][C:15](=[O:17])[C:14]2=3)[CH:5]=[CH:6][C:7]=1[F:8]. Procedure: The product from Example 25B (0.30 g, 0.63 mmol) was heated neat under a nitrogen atmosphere to 130° C. for 15 minutes and cooled to ambient temperature. The residue was treated with methylene chloride and the resulting solid was collected by filtration, washed with methylene chloride and dried to provide the title compound (0.074 g) as a white solid. Starting materials: CCOC(=O)N1CCc2scc(Br)c2CC1, C1COCCO1. The product is CCOC(=O)N1CCc2scc(C)c2CC1. RXN SMILES: [CH2:1]([CH3:2])[O:3][C:4](=[O:5])[N:6]1[CH2:7][CH2:8][c:9]2[c:10]([c:13]([Br:16])[cH:14][s:15]2)[CH2:11][CH2:12]1.[O:17]1[CH2:18][CH2:22][O:21][CH2:20][CH2:19]1>>[CH2:1]([CH3:2])[O:3][C:4](=[O:5])[N:6]1[CH2:7][CH2:8][c:9]2[c:10]([c:13]([CH3:18])[cH:14][s:15]2)[CH2:11][CH2:12]1. Starting materials: COC[C@H]1[C@@]([C@H]1/C=C/C(=C/C(=O)OCC)/C)(C1=CC(=CC(=C1)C(C)C)C(C)C)C (Ethyl (+)-(1S, 2R, 3R)-5-[3-methoxymethyl-2-methyl-2-(3,5-diisopropyl-phenyl)-cyclopropyl]-3-methyl-penta-2E,4E-dienoate), COC[C@H]1[C@@]([C@@H]1C=O)(C1=CC(=CC(=C1)C(C)C)C(C)C)C ((−)-(1R, 2S, 3R)-3-Methoxymethyl-2-methyl-2-(3,5-diisopropyl-phenyl)-cyclopropanecarbaldehyde). Yields the product COC[C@H]1[C@]([C@@H]1/C=C/C(=C/C(=O)OCC)/C)(C1=CC(=CC(=C1)C(C)C)C(C)C)C (Ethyl (−)-(1R, 2S, 3R)-5-[3-methoxymethyl-2-methyl-2-(3,5-diisopropyl-phenyl)-cyclopropyl]-3-methyl-penta-2E,4E-dienoate). Isolated yield 73.0%. Reaction SMILES: [CH3:1][O:2][CH2:3][C@@H:4]1[C@H:6](/[CH:7]=[CH:8]/[C:9](/[CH3:16])=[CH:10]/[C:11]([O:13][CH2:14][CH3:15])=[O:12])[C@@:5]1([CH3:29])[C:17]1[CH:22]=[C:21]([CH:23]([CH3:25])[CH3:24])[CH:20]=[C:19]([CH:26]([CH3:28])[CH3:27])[CH:18]=1.COC[C@@H]1[C@@H](C=O)[C@@]1(C)C1C=C(C(C)C)C=C(C(C)C)C=1>>[CH3:1][O:2][CH2:3][C@@H:4]1[C@@H:6](/[CH:7]=[CH:8]/[C:9](/[CH3:16])=[CH:10]/[C:11]([O:13][CH2:14][CH3:15])=[O:12])[C@:5]1([CH3:29])[C:17]1[CH:18]=[C:19]([CH:26]([CH3:27])[CH3:28])[CH:20]=[C:21]([CH:23]([CH3:25])[CH3:24])[CH:22]=1. Procedure: Following a procedure similar to that for the preparation of Compound 24 but using Intermediate 48a as the starting material afforded the title compound (14 mg, 73% yield) as a white solid: